This data is from the Open Reaction Database (ORD), a public repository of structured organic reaction records. The task is: describe an organic reaction: reactants, conditions, products, and yield The reactants are O=C(NCC=1C=CC=CC1)C=2C=CC=C(Br)C2. The reagents and catalysts are O1B(OC(C)(C)C1(C)C)B2OC(C)(C)C(O2)(C)C, O=C(NC1=CC=CC2=C1NC(=C2C)C)C=3C=NC(=CC3)C4=NC=CC=C4, C[OH2+].C[OH2+].C1CC=CCCC=C1.C1CC=CCCC=C1.[Ir].[Ir]. Run in O1CCCC1. Conditions: temperature 60 celsius, time 96 hour. Product: O=C(NCC=1C=CC=CC1)C2=CC(Br)=CC=C2B3OC(C)(C)C(O3)(C)C. Isolated yield 64.0%. Procedure: Isolated by chromatography using deactivated silica gel and ethyl acetate and petroleum ether (10:0.5 to 10:3.0) as the eluent.